Dataset: the Open Reaction Database (ORD), a public repository of structured organic reaction records. Task: describe an organic reaction: reactants, conditions, products, and yield Starting materials: [N+](=O)([O-])C1=CC=C2CC(NCC2=C1)CO (7-nitro-1,2,3,4-tetrahydroisoquinoline-3-methanol), ClCCl (dichloromethane), ClCC(=O)Cl (chloroacetyl chloride). The solvent is C(C)N(CC)CC (triethylamine). Conditions: time 8 hour. The product is ClCC(=O)N1CC2=CC(=CC=C2CC1CO)[N+](=O)[O-] (2-chloro-1-(3-hydroxymethyl-7-nitro-1,2,3,4-tetrahydroisoquinolin-2-yl)ethanone). RXN SMILES: [N+:1]([C:4]1[CH:13]=[C:12]2[C:7]([CH2:8][CH:9]([CH2:14][OH:15])[NH:10][CH2:11]2)=[CH:6][CH:5]=1)([O-:3])=[O:2].ClCCl.[Cl:19][CH2:20][C:21](Cl)=[O:22]>C(N(CC)CC)C>[Cl:19][CH2:20][C:21]([N:10]1[CH:9]([CH2:14][OH:15])[CH2:8][C:7]2[C:12](=[CH:13][C:4]([N+:1]([O-:3])=[O:2])=[CH:5][CH:6]=2)[CH2:11]1)=[O:22]. Procedure details: To a mixture of 7-nitro-1,2,3,4-tetrahydroisoquinoline-3-methanol (1.648 g, 7.92 mmol), dichloromethane (60 ml) and triethylamine (1.1 ml), cooled in an ice bath, was added chloroacetyl chloride (0.651 ml). The resulting solution was stirred overnight at room temperature. The reaction mixture was washed with dilute hydrochloric acid and then with water. The organic phase was dried over anhydrous magnesium sulfate and then concentrated under reduced pressure to yield 2-chloro-1-(3-hydroxymethyl-7...